This data is from the Open Reaction Database (ORD), a public repository of structured organic reaction records. The task is: describe an organic reaction: reactants, conditions, products, and yield The reactants are NC=1SC(=C(N1)C)C (2-amino-4,5-dimethylthiazole), BrCC1OCCCC1 (2-(bromomethyl)tetrahydro-2H-pyran). Yields the product Br.CC=1N(C(SC1C)=N)CC1OCCCC1 (4,5-Dimethyl-3-(tetrahydropyran-2-ylmethyl)-1,3-thiazol-2(3H)-ylideneamine hydrobromide). Reaction SMILES: [NH2:1][C:2]1[S:3][C:4]([CH3:8])=[C:5]([CH3:7])[N:6]=1.[Br:9][CH2:10][CH:11]1[CH2:16][CH2:15][CH2:14][CH2:13][O:12]1>>[BrH:9].[CH3:7][C:5]1[N:6]([CH2:10][CH:11]2[CH2:16][CH2:15][CH2:14][CH2:13][O:12]2)[C:2](=[NH:1])[S:3][C:4]=1[CH3:8] |f:2.3|. Reported procedure: A mixture of 2-amino-4,5-dimethylthiazole and 2-(bromomethyl)tetrahydro-2H-pyran were processed using the method described in Example 12A to afford the title compound. 1H NMR (300 MHz, DMSO-d6) δ ppm 1.13-1.31 (m, 1H) 1.36-1.52 (m, 3H) 1.64-1.85 (m, 2H) 2.18 (d, J=4 Hz, 6H) 3.19-3.33 (m, 1H) 3.49-3.63 (m, 1H) 3.77-3.89 (m, 1H) 3.94-4.02 (m, 2H) 9.34 (s, 2H),), MS (DCI/NH3) m/z 227 (M+H)+. Reactants: FC=1C=C(C=2C(C(C(NC2C1)C=1N(C=CN1)C)C1=CC=C(C=C1)F)=O)C(=O)OCC (ethyl 7-fluoro-3-(4-fluorophenyl)-2-(1-methyl-1H-imidazol-2-yl)-4-oxo-1,2,3,4-tetrahydroquinoline-5-carboxylate), O.NN (hydrazine monohydrate). Solvent: CO (methanol). Conditions: time 4 hour. Product: FC=1C=C2C=3C(=NNC(C3C1)=O)C(C(N2)C=2N(C=CN2)C)C2=CC=C(C=C2)F (5-Fluoro-9-(4-fluorophenyl)-8-(1-methyl-1H-imidazol-2-yl)-8,9-dihydro-2H-pyrido[4,3,2-de]phthalazin-3(7H)-one). Isolated yield 14.0%. As a reaction SMILES: [F:1][C:2]1[CH:3]=[C:4]([C:26]([O:28]CC)=O)[C:5]2[C:6](=O)[CH:7]([C:18]3[CH:23]=[CH:22][C:21]([F:24])=[CH:20][CH:19]=3)[CH:8]([C:12]3[N:13]([CH3:17])[CH:14]=[CH:15][N:16]=3)[NH:9][C:10]=2[CH:11]=1.O.[NH2:32][NH2:33]>CO>[F:1][C:2]1[CH:11]=[C:10]2[NH:9][CH:8]([C:12]3[N:13]([CH3:17])[CH:14]=[CH:15][N:16]=3)[CH:7]([C:18]3[CH:23]=[CH:22][C:21]([F:24])=[CH:20][CH:19]=3)[C:6]3=[N:32][NH:33][C:26](=[O:28])[C:4]([CH:3]=1)=[C:5]23 |f:1.2|. Reported procedure: A mixture of ethyl 7-fluoro-3-(4-fluorophenyl)-2-(1-methyl-1H-imidazol-2-yl)-4-oxo-1,2,3,4-tetrahydroquinoline-5-carboxylate (200 mg, 0.486 mmol) in 85% hydrazine monohydrate (1 mL) and methanol (5 mL) was stirred at room temperature for 4 h. The resulting mixture was filtered and washed by water (20 mL) and methanol (5 mL) to obtain a white solid, which was then dried in vacuum at 50° C. to obtain the title compound (25.4 mg, yield 14%). LC-MS (ESI) m/z: 380(M+1)+; 1H-NMR (400 MHz, DMSO-d6) δ (... The reactants are CCOC(=O)C (EtOAc), resultant solution, CC(C)C[AlH]CC(C)C (DIBAL), COC(=O)[C@@H]1CCCCOC=2C=CC(C[C@@H](C(N[C@H](C(N1)=O)C(C)C)=O)NC(=O)C=1NC=CC1)=CC2 ((7S,10S,13S)-10-Isopropyl-9,12-dioxo-13-[(1H-pyrrole-2-carbonyl)-amino]-2-oxa-8,11-diaza-bicyclo[13.2.2]nonadeca-1(18),15(19),16-triene-7-carboxylic acid methyl ester). The solvent is C(Cl)Cl (DCM). Reaction conditions: temperature -78 celsius, time 2 hour. Yields the product C(=O)[C@@H]1CCCCOC=2C=CC(C[C@@H](C(N[C@H](C(N1)=O)C(C)C)=O)NC(=O)C=1NC=CC1)=CC2 (1H-Pyrrole-2-carboxylic acid ((7S,10S,13S)-7-formyl-10-isopropyl-9,12-dioxo-2-oxa-8,11-diaza-bicyclo[13.2.2]nonadeca-1(18),15(19),16-trien-13-yl)-amide). Reaction SMILES: C[O:2][C:3]([C@H:5]1[NH:21][C:20](=[O:22])[C@H:19]([CH:23]([CH3:25])[CH3:24])[NH:18][C:17](=[O:26])[C@@H:16]([NH:27][C:28]([C:30]2[NH:31][CH:32]=[CH:33][CH:34]=2)=[O:29])[CH2:15][C:14]2=[CH:35][CH:36]=[C:11]([CH:12]=[CH:13]2)[O:10][CH2:9][CH2:8][CH2:7][CH2:6]1)=O.CC(C[AlH]CC(C)C)C.CCOC(C)=O>C(Cl)Cl>[CH:3]([C@H:5]1[NH:21][C:20](=[O:22])[C@H:19]([CH:23]([CH3:25])[CH3:24])[NH:18][C:17](=[O:26])[C@@H:16]([NH:27][C:28]([C:30]2[NH:31][CH:32]=[CH:33][CH:34]=2)=[O:29])[CH2:15][C:14]2=[CH:13][CH:12]=[C:11]([CH:36]=[CH:35]2)[O:10][CH2:9][CH2:8][CH2:7][CH2:6]1)=[O:2]. Procedure: Ester 51 (45 mg) was dissolved in DCM (6 mL) under an atmosphere of argon. The reaction was cooled to −78° C. To the resultant solution DIBAL (0.5 mL) was added dropwise. This was stirred for 2 h before being allowed to warm to rt overnight. The reaction mixture was partitioned between EtOAc and 1M hydrochloric acid. The aqueous phase was extracted again with EtOAc and the combined organic extracts were dried (MgSO4), filtered and concentrated in vacuo. Purification was achieved using flash chro... The reactants are CC(=O)O[BH-](OC(C)=O)OC(C)=O, C1CCOC1, CC(=O)O, O=Cc1ccc(CCC(=O)Nc2ccc(-c3ccc(Cl)cc3)cc2)cc1, [Na+], O. Product: O=C(CCc1ccc(CO)cc1)Nc1ccc(-c2ccc(Cl)cc2)cc1. Reaction SMILES: [C:31]([O:32][BH-:33]([O:34][C:35](=[O:36])[CH3:37])[O:38][C:39](=[O:40])[CH3:41])(=[O:42])[CH3:43].[CH2:46]1[O:47][CH2:48][CH2:49][CH2:50]1.[CH3:1][C:2](=[O:3])[OH:4].[Cl:5][c:6]1[cH:7][cH:8][c:9](-[c:12]2[cH:13][cH:14][c:15]([NH:18][C:19]([CH2:20][CH2:21][c:22]3[cH:23][cH:24][c:25]([CH:28]=[O:29])[cH:26][cH:27]3)=[O:30])[cH:16][cH:17]2)[cH:10][cH:11]1.[Na+:44].[OH2:45]>>[Cl:5][c:6]1[cH:7][cH:8][c:9](-[c:12]2[cH:13][cH:14][c:15]([NH:18][C:19]([CH2:20][CH2:21][c:22]3[cH:23][cH:24][c:25]([CH2:28][OH:29])[cH:26][cH:27]3)=[O:30])[cH:16][cH:17]2)[cH:10][cH:11]1. Reactants: COC(=O)C=1C(=CC=C(C1)C(N)=S)C1=C(C=CC=C1)[N+](=O)[O-] (2′-nitro-4-thiocarbamoyl-biphenyl-2-carboxylic acid methyl ester), COC(=O)C=1C(=CC=C(C1)C(N)=S)C1=C(C=CC=C1)[N+](=O)[O-] (2′-nitro-4-thiocarbamoyl-biphenyl-2-carboxylic acid methyl ester), FC(C=1C=C(C(CBr)=O)C=CC1)(F)F (3-(trifluoromethyl)phenacyl bromide). Solvent: O (water). Product: [N+](=O)([O-])C1=C(C=CC=C1)C=1C(=CC(=CC1)C=1SC=C(N1)C1=CC(=CC=C1)C(F)(F)F)C(=O)O (2′-Nitro-4-[4-(3-trifluoromethyl-phenyl)-thiazol-2-yl]-biphenyl-2-carboxylic acid). Isolated yield 18.0%. RXN SMILES: C[O:2][C:3]([C:5]1[C:6]([C:14]2[CH:19]=[CH:18][CH:17]=[CH:16][C:15]=2[N+:20]([O-:22])=[O:21])=[CH:7][CH:8]=[C:9]([C:11](=[S:13])[NH2:12])[CH:10]=1)=[O:4].[F:23][C:24]([F:36])([F:35])[C:25]1[CH:26]=[C:27]([CH:32]=[CH:33][CH:34]=1)[C:28](=O)[CH2:29]Br>O>[N+:20]([C:15]1[CH:16]=[CH:17][CH:18]=[CH:19][C:14]=1[C:6]1[C:5]([C:3]([OH:2])=[O:4])=[CH:10][C:9]([C:11]2[S:13][CH:29]=[C:28]([C:27]3[CH:32]=[CH:33][CH:34]=[C:25]([C:24]([F:23])([F:35])[F:36])[CH:26]=3)[N:12]=2)=[CH:8][CH:7]=1)([O-:22])=[O:21]. Reported procedure: 2′-Nitro-4-[4-(3-trifluoromethyl-phenyl)-thiazol-2-yl]-biphenyl-2-carboxylic acid (53 mg, 18%) was prepared from 2′-nitro-4-thiocarbamoyl-biphenyl-2-carboxylic acid methyl ester (which may be prepared as described for Intermediate 4) and 3-(trifluoromethyl)phenacyl bromide (available from Oakwood Products, Inc.) using the procedure described for the preparation of Example 18 except that the entire 4 mL of water was added at the beginning of the hydrolysis step rather than being added in two port...